This data is from the Open Reaction Database (ORD), a public repository of structured organic reaction records. The task is: describe an organic reaction: reactants, conditions, products, and yield Reactants: ClC1=CC=C(C=C1)B(O)O (4-chlorophenylboronic acid), COC(C1=CC(=CC=C1)CN(C1=C(C=CC=C1)I)C(C#CC(C)(C)C)=O)=O (3-{[(4,4-dimethyl-pent-2-ynoyl)-(2-iodo-phenyl)-amino]-methyl}-benzoic acid methyl ester). The product is COC(C1=CC(=CC=C1)CN1C(\C(\C2=CC=CC=C12)=C(\C(C)(C)C)/C1=CC=C(C=C1)Cl)=O)=O (3-{3-[1-(4-Chloro-phenyl)-2,2-dimethyl-prop-(Z)-ylidene]-2-oxo-2,3-dihydro-indol-1-ylmethyl}-benzoic acid methyl ester). RXN SMILES: [Cl:1][C:2]1[CH:7]=[CH:6][C:5](B(O)O)=[CH:4][CH:3]=1.[CH3:11][O:12][C:13](=[O:37])[C:14]1[CH:19]=[CH:18][CH:17]=[C:16]([CH2:20][N:21]([C:29](=[O:36])[C:30]#[C:31][C:32]([CH3:35])([CH3:34])[CH3:33])[C:22]2[CH:27]=[CH:26][CH:25]=[CH:24][C:23]=2I)[CH:15]=1>>[CH3:11][O:12][C:13](=[O:37])[C:14]1[CH:19]=[CH:18][CH:17]=[C:16]([CH2:20][N:21]2[C:22]3[C:27](=[CH:26][CH:25]=[CH:24][CH:23]=3)/[C:30](=[C:31](/[C:5]3[CH:6]=[CH:7][C:2]([Cl:1])=[CH:3][CH:4]=3)\[C:32]([CH3:35])([CH3:34])[CH3:33])/[C:29]2=[O:36])[CH:15]=1. Reported procedure: The title compound was prepared in analogy to Example 84 starting from 4-chlorophenylboronic acid (commercially available) and 3-{[(4,4-dimethyl-pent-2-ynoyl)-(2-iodo-phenyl)-amino]-methyl}-benzoic acid methyl ester. 1H NMR (400 MHz, MeOD) δppm 1.38 (s, 9H) 3.86 (s, 3H) 4.83 (d, 2H) 6.81 (d, J=7.83 Hz, 1H) 6.99 (d, J=7.83 Hz, 2H) 7.10 (t, J=7.58 Hz, 1H) 7.22 (t, J=7.71 Hz, 1H) 7.33-7.42 (m, 4H) 7.84-7.88 (m, 2H) 7.93 (d, J=7.83 Hz, 1H). The reactants are CC(=O)c1sc(N)nc1C, O=S(=O)(Cl)c1c(Cl)cc(Cl)cc1Cl. Yields the product CC(=O)c1sc(NS(=O)(=O)c2c(Cl)cc(Cl)cc2Cl)nc1C. Reaction SMILES: [C:1]([CH3:2])(=[O:3])[c:4]1[c:5]([CH3:10])[n:6][c:7]([NH2:9])[s:8]1.[Cl:11][c:12]1[c:13]([S:20](=[O:21])(=[O:22])[Cl:23])[c:14]([Cl:19])[cH:15][c:16]([Cl:18])[cH:17]1>>[C:1]([CH3:2])(=[O:3])[c:4]1[c:5]([CH3:10])[n:6][c:7]([NH:9][S:20]([c:13]2[c:12]([Cl:11])[cH:17][c:16]([Cl:18])[cH:15][c:14]2[Cl:19])(=[O:21])=[O:22])[s:8]1. The reactants are C([O-])([O-])=O.[Na+].[Na+] (sodium carbonate), BrC1=C(OC(=C1)CN1CCCCC1)C1=NC(=NC=C1)SC (4-(3-Bromo-5-piperidin-1-ylmethyl-furan-2-yl)-2-methylsulfanyl-pyrimidine), C(C)(=O)OCC (ethyl acetate). The reagents and catalysts are [Pd](Cl)Cl.C1(=CC=CC=C1)P(C1=CC=CC=C1)C1=CC=CC=C1.C1(=CC=CC=C1)P(C1=CC=CC=C1)C1=CC=CC=C1 (bis(triphenylphosphine) palladium (II) chloride). The solvent is C1(=CC=CC=C1)C (toluene). The product is CON=C1CCC2=CC(=CC=C12)C1=C(OC(=C1)CN1CCCCC1)C1=NC(=NC=C1)SC (5-[2-(2-Methylsulfanyl-pyrimidin-4-yl)-5-piperidin-1-ylmethyl-furan-3-yl]-indan-1-one O-methyl-oxime). As a reaction SMILES: Br[C:2]1[CH:6]=[C:5]([CH2:7][N:8]2[CH2:13][CH2:12][CH2:11][CH2:10][CH2:9]2)[O:4][C:3]=1[C:14]1[CH:19]=[CH:18][N:17]=[C:16]([S:20][CH3:21])[N:15]=1.[C:22](=[O:25])([O-])[O-].[Na+].[Na+].C(O[CH2:32][CH3:33])(=O)C>C1(C)C=CC=CC=1.[Pd](Cl)Cl.C1(P(C2C=CC=CC=2)C2C=CC=CC=2)C=CC=CC=1.C1(P(C2C=CC=CC=2)C2C=CC=CC=2)C=CC=CC=1>[CH3:22][O:25][N:8]=[C:7]1[C:32]2[C:33](=[CH:2][C:3]([C:2]3[CH:6]=[C:5]([CH2:7][N:8]4[CH2:13][CH2:12][CH2:11][CH2:10][CH2:9]4)[O:4][C:3]=3[C:14]3[CH:19]=[CH:18][N:17]=[C:16]([S:20][CH3:21])[N:15]=3)=[CH:14][CH:19]=2)[CH2:6][CH2:5]1 |f:1.2.3,6.7.8|. Reported procedure: A mixture of the products from Step 2 (0.6 g, 1.62 mmol) and Description 1 Step 2 (0.367 g, 1.8 mmol) in toluene (10 ml) was treated with bis(triphenylphosphine) palladium (II) chloride (0.113 g, 0.162 mmol) and 2M aqueous sodium carbonate (0.2 ml, 3.93 mmol) and heated under reflux for 18 hours. After cooling to room temperature, the mixture was poured into ethyl acetate, washed with saturated aqueous sodium bicarbonate solution and brine, dried and reduced in vacuo. The crude title compound (0... Starting materials: CCOC(=O)C1CCc2sc(Br)nc21, CO, [Na+], [OH-], O. Yields the product O=C(O)C1CCc2sc(Br)nc21. RXN SMILES: [Br:1][c:2]1[s:3][c:4]2[c:5]([n:6]1)[CH:7]([C:10](=[O:11])[O:12][CH2:13][CH3:14])[CH2:8][CH2:9]2.[CH3:18][OH:19].[Na+:16].[OH-:15].[OH2:17]>>[Br:1][c:2]1[s:3][c:4]2[c:5]([n:6]1)[CH:7]([C:10](=[O:11])[OH:12])[CH2:8][CH2:9]2.